Dataset: the Open Reaction Database (ORD), a public repository of structured organic reaction records. Task: describe an organic reaction: reactants, conditions, products, and yield The reactants are C(C)OCC=1N(C2=C(C(=NC=3C=CC=CC23)N)N1)NC(C)C (2-ethoxymethyl-N1-isopropyl-1H-imidazo[4,5-c]quinoline-1,4-diamine). The reagents and catalysts are [Pt](=O)=O (platinum(IV) oxide). Run in FC(C(=O)O)(F)F (trifluroacetic acid). Reaction conditions: time 15 hour. Yields the product C(C)OCC=1N(C2=C(C(=NC=3CCCCC23)N)N1)NC(C)C (2-ethoxymethyl-N1-isopropyl-6,7,8,9-tetrahydro-1H-imidazo[4,5-c]quinoline-1,4-diamine). Yield: 53.0%. As a reaction SMILES: [CH2:1]([O:3][CH2:4][C:5]1[N:6]([NH:19][CH:20]([CH3:22])[CH3:21])[C:7]2[C:16]3[CH:15]=[CH:14][CH:13]=[CH:12][C:11]=3[N:10]=[C:9]([NH2:17])[C:8]=2[N:18]=1)[CH3:2]>FC(F)(F)C(O)=O.[Pt](=O)=O>[CH2:1]([O:3][CH2:4][C:5]1[N:6]([NH:19][CH:20]([CH3:21])[CH3:22])[C:7]2[C:16]3[CH2:15][CH2:14][CH2:13][CH2:12][C:11]=3[N:10]=[C:9]([NH2:17])[C:8]=2[N:18]=1)[CH3:2]. Reported procedure: A solution of 2-ethoxymethyl-N1-isopropyl-1H-imidazo[4,5-c]quinoline-1,4-diamine (0.700 g, 2.34 mmol) in 25 mL of trifluroacetic acid was treated with platinum(IV) oxide (0.27 g, 1.2 mmol) and the mixture was shaken under an atmosphere of hydrogen (3.8×105 Pa). After 15 h, the reaction mixture was filtered through a pad of CELITE filter agent, rinsed with 9:1:0.5 CHCl3:MeOH:trifluoroacetic acid (TFA) and concentrated under reduced pressure to yield a creamy white solid. The solid was triturated ... Reactants: FC=1C=CC(=C2C3=C(NC12)C(OCC3)(CCC)CC=O)C(=O)N3CCOCC3 ([8-fluoro-5-(morpholine-4-carbonyl)-1-propyl-1,3,4,9-tetrahydro-pyrano[3,4-b]indol-1-yl]-acetaldehyde), NaH2PO4, O (H2O), [O-]Cl=O.[Na+] (NaClO2), O (H2O), Cl (HCl). Run in CS(=O)C (DMSO). Conditions: time 20 hour. Yields the product FC=1C=CC(=C2C3=C(NC12)C(OCC3)(CCC)CC(=O)O)C(=O)N3CCOCC3 ([8-Fluoro-5-(morpholine-4-carbonyl)-1-propyl-1,3,4,9-tetrahydro-pyrano[3,4-b]indol-1-yl]-acetic Acid). Yield: 75.0%. Reaction SMILES: [F:1][C:2]1[CH:3]=[CH:4][C:5]([C:21]([N:23]2[CH2:28][CH2:27][O:26][CH2:25][CH2:24]2)=[O:22])=[C:6]2[C:10]=1[NH:9][C:8]1[C:11]([CH2:18][CH:19]=[O:20])([CH2:15][CH2:16][CH3:17])[O:12][CH2:13][CH2:14][C:7]2=1.O.[O-:30]Cl=O.[Na+].Cl>CS(C)=O>[F:1][C:2]1[CH:3]=[CH:4][C:5]([C:21]([N:23]2[CH2:24][CH2:25][O:26][CH2:27][CH2:28]2)=[O:22])=[C:6]2[C:10]=1[NH:9][C:8]1[C:11]([CH2:18][C:19]([OH:30])=[O:20])([CH2:15][CH2:16][CH3:17])[O:12][CH2:13][CH2:14][C:7]2=1 |f:2.3|. Procedure: To a solution of [8-fluoro-5-(morpholine-4-carbonyl)-1-propyl-1,3,4,9-tetrahydro-pyrano[3,4-b]indol-1-yl]-acetaldehyde (8) (99 mg, 0.255 mmol) in DMSO (3.5 mL) was added a solution of NaH2PO4 in H2O (0.36 mL of 0.7 M in H2O, 0.255 mmol) at room temperature. To the mixture was added a solution of NaClO2 in H2O (1.52 mL of 0.5 M in H2O, 0.765 mmol). After stirring for 20 hours at room temperature, the mixture was acidified with HCl. The resulting mixture was extracted with EtOAc (3×10 mL). The com... Starting materials: C(C1=CC=CC=C1)OC(=O)N1[C@@H](CCC1)C(CBr)=O ((S)-benzyl-2-(2-bromoacetyl)pyrrolidine-1-carboxylate), NC1=NC=CC(=C1Br)C (2-amino-3-bromo-4-methylpyridine). Product: C(C1=CC=CC=C1)OC(=O)N1[C@@H](CCC1)C=1N=C2N(C=CC(=C2Br)C)C1 ((S)-benzyl-2-(8-bromo-7-methylimidazo[1,2-a]pyridin-2-yl)pyrrolidine-1-carboxylate). Isolated yield 47.2%. As a reaction SMILES: [CH2:1]([O:8][C:9]([N:11]1[CH2:15][CH2:14][CH2:13][C@H:12]1[C:16](=O)[CH2:17]Br)=[O:10])[C:2]1[CH:7]=[CH:6][CH:5]=[CH:4][CH:3]=1.[NH2:20][C:21]1[C:26]([Br:27])=[C:25]([CH3:28])[CH:24]=[CH:23][N:22]=1>>[CH2:1]([O:8][C:9]([N:11]1[CH2:15][CH2:14][CH2:13][C@H:12]1[C:16]1[N:20]=[C:21]2[C:26]([Br:27])=[C:25]([CH3:28])[CH:24]=[CH:23][N:22]2[CH:17]=1)=[O:10])[C:2]1[CH:3]=[CH:4][CH:5]=[CH:6][CH:7]=1. Procedure: Following the procedures of example 14, (S)-benzyl-2-(2-bromoacetyl)pyrrolidine-1-carboxylate (0.400 g, 1.23 mmol) and 2-amino-3-bromo-4-methylpyridine (0.2344 g, 1.25 mmol), produced the crude material which was adsorbed onto silica gel and purified by flash chromatography (12 g SiO2, 0-50% ethyl acetate in hexanes) to give (S)-benzyl-2-(8-bromo-7-methylimidazo[1,2-a]pyridin-2-yl)pyrrolidine-1-carboxylate (0.239 g, 0.58 mmol, 47%). Reactants: ClC=1C=CC2=C(C(=CCO2)CCl)C1 (6-chloro-4-chloromethyl-2H-1-benzopyrane), CN (methylamine). Run at time 8 hour. Product: ClC=1C=CC2=C(C(=CCO2)CNC)C1 (N-(6-Chloro-2H-1-benzopyrane-4yl-methyl)methylamine). RXN SMILES: [Cl:1][C:2]1[CH:3]=[CH:4][C:5]2[O:10][CH2:9][CH:8]=[C:7]([CH2:11]Cl)[C:6]=2[CH:13]=1.[CH3:14][NH2:15]>>[Cl:1][C:2]1[CH:3]=[CH:4][C:5]2[O:10][CH2:9][CH:8]=[C:7]([CH2:11][NH:15][CH3:14])[C:6]=2[CH:13]=1. Procedure: 500 ml of 33% ethanolic methylamine are added dropwise under ice-water cooling to 105 g 6-chloro-4-chloromethyl-2H-1-benzopyrane. Reaction is continued for 8 hours at room temperature, the mixture concentrated by evaporation and the residue taken up in dichloromethane. The mixture is washed with 500 ml each of 1 N NaOH and water, dried over MgSO4 and concentrated by evaporation. Distillation of the residue yields the title product b.p. 116°-120°/13.3 pascal.